Dataset: the Open Reaction Database (ORD), a public repository of structured organic reaction records. Task: describe an organic reaction: reactants, conditions, products, and yield Starting materials: Cl.C(C)(=O)OCC (hydrogen chloride ethyl acetate), FC1=CC=C(CN2C(=C(C3=CC(=CC=C23)C(=O)NC2CN(CC2)C(=O)OC(C)(C)C)C)C)C=C1 (tert-butyl 3-({[1-(4-fluorobenzyl)-2,3-dimethyl-1H-indol-5-yl]carbonyl}amino)pyrrolidine-1-carboxylate), CO (methanol). The solvent is C(C)(=O)OCC (ethyl acetate). Conditions: time 15 minute. The product is Cl.FC1=CC=C(CN2C(=C(C3=CC(=CC=C23)C(=O)NC2CNCC2)C)C)C=C1 (1-(4-fluorobenzyl)-2,3-dimethyl-N-pyrrolidin-3-yl-1H-indole-5-carboxamide hydrochloride). RXN SMILES: [F:1][C:2]1[CH:34]=[CH:33][C:5]([CH2:6][N:7]2[C:15]3[C:10](=[CH:11][C:12]([C:16]([NH:18][CH:19]4[CH2:23][CH2:22][N:21](C(OC(C)(C)C)=O)[CH2:20]4)=[O:17])=[CH:13][CH:14]=3)[C:9]([CH3:31])=[C:8]2[CH3:32])=[CH:4][CH:3]=1.[ClH:35].C(OCC)(=O)C.CO>C(OCC)(=O)C>[ClH:35].[F:1][C:2]1[CH:3]=[CH:4][C:5]([CH2:6][N:7]2[C:15]3[C:10](=[CH:11][C:12]([C:16]([NH:18][CH:19]4[CH2:23][CH2:22][NH:21][CH2:20]4)=[O:17])=[CH:13][CH:14]=3)[C:9]([CH3:31])=[C:8]2[CH3:32])=[CH:33][CH:34]=1 |f:1.2,5.6|. Reported procedure: A 775 mg portion of tert-butyl 3-({[1-(4-fluorobenzyl)-2,3-dimethyl-1H-indol-5-yl]carbonyl}amino)pyrrolidine-1-carboxylate was dissolved in 3.2 ml of ethyl acetate, and 2.1 ml of 4 M hydrogen chloride/ethyl acetate was added, followed by stirring at room temperature for 15 minutes. Then, 2 ml of methanol was added, followed by overnight stirring at room temperature. The resulting solid was collected by filtration and washed with ethyl acetate/methanol (3/1) to obtain 479 mg of 1-(4-fluorobenzyl)... Starting materials: O=[N+]([O-])c1ccc(Cl)cc1Br, O=C([O-])[O-], Cc1nc2c(-c3ccncc3)nc(N)nc2n1C1CCOCC1, Cc1ccccc1, [Cs+], [Cs+], CC(=O)[O-], CC(=O)[O-], [Pd+2], c1ccc(P(c2ccccc2)c2ccc3ccccc3c2-c2c(P(c3ccccc3)c3ccccc3)ccc3ccccc23)cc1. The product is Cc1nc2c(-c3ccncc3)nc(Nc3cc(Cl)ccc3[N+](=O)[O-])nc2n1C1CCOCC1. RXN SMILES: [Br:76][c:77]1[c:78]([N+:84](=[O:85])[O-:86])[cH:79][cH:80][c:81]([Cl:83])[cH:82]1.[C:24](=[O:25])([O-:26])[O-:27].[CH3:1][c:2]1[n:3]([CH:18]2[CH2:19][CH2:20][O:21][CH2:22][CH2:23]2)[c:4]2[n:5][c:6]([NH2:17])[n:7][c:8](-[c:11]3[cH:12][cH:13][n:14][cH:15][cH:16]3)[c:9]2[n:10]1.[CH3:87][c:88]1[cH:89][cH:90][cH:91][cH:92][cH:93]1.[Cs+:28].[Cs+:29].[O-:95][C:96]([CH3:97])=[O:98].[O-:99][C:100]([CH3:101])=[O:102].[Pd+2:94].[cH:30]1[cH:31][cH:32][c:33]([P:34]([c:35]2[cH:36][cH:37][c:38]3[c:39]([cH:40][cH:41][cH:42][cH:43]3)[c:44]2-[c:45]2[c:46]3[c:47]([cH:48][cH:49][cH:50][cH:51]3)[cH:52][cH:53][c:54]2[P:55]([c:56]2[cH:57][cH:58][cH:59][cH:60][cH:61]2)[c:62]2[cH:63][cH:64][cH:65][cH:66][cH:67]2)[c:68]2[cH:69][cH:70][cH:71][cH:72][cH:73]2)[cH:74][cH:75]1>>[CH3:1][c:2]1[n:3]([CH:18]2[CH2:19][CH2:20][O:21][CH2:22][CH2:23]2)[c:4]2[n:5][c:6]([NH:17][c:77]3[c:78]([N+:84](=[O:85])[O-:86])[cH:79][cH:80][c:81]([Cl:83])[cH:82]3)[n:7][c:8](-[c:11]3[cH:12][cH:13][n:14][cH:15][cH:16]3)[c:9]2[n:10]1. The reactants are COC1=C(C2=C(C(CO2)=O)C=C1)C#CC(C)(C)N1CCN(CC1)C(=O)OC(C)(C)C (tert-butyl 4-[4-(6-methoxy-3-oxo-2,3-dihydrobenzofuran-7-yl)-2-methylbut-3-yn-2-yl]piperazine-1-carboxylate), N1N=C(C2=CC=CC=C12)C=O (1H-indazole-3-carboxaldehyde), N1CCCCC1 (piperidine). Solvent: CO (methanol). Conditions: temperature 60 celsius, time 2 hour. Product: N1N=C(C2=CC=CC=C12)\C=C\1/OC2=C(C1=O)C=CC(=C2C#CC(C)(C)N2CCN(CC2)C(=O)OC(C)(C)C)OC (tert-butyl (Z)-4-(4-{2-[(1H-indazol-3-yl)methylene]-6-methoxy-3-oxo-2,3-dihydrobenzofuran-7-yl}-2-methylbut-3-yn-2-yl)piperazine-1-carboxylate). Isolated yield 91.8%. RXN SMILES: [CH3:1][O:2][C:3]1[CH:12]=[CH:11][C:6]2[C:7](=[O:10])[CH2:8][O:9][C:5]=2[C:4]=1[C:13]#[C:14][C:15]([N:18]1[CH2:23][CH2:22][N:21]([C:24]([O:26][C:27]([CH3:30])([CH3:29])[CH3:28])=[O:25])[CH2:20][CH2:19]1)([CH3:17])[CH3:16].[NH:31]1[C:39]2[C:34](=[CH:35][CH:36]=[CH:37][CH:38]=2)[C:33]([CH:40]=O)=[N:32]1.N1CCCCC1>CO>[NH:31]1[C:39]2[C:34](=[CH:35][CH:36]=[CH:37][CH:38]=2)[C:33](/[CH:40]=[C:8]2\[O:9][C:5]3[C:4]([C:13]#[C:14][C:15]([N:18]4[CH2:19][CH2:20][N:21]([C:24]([O:26][C:27]([CH3:30])([CH3:29])[CH3:28])=[O:25])[CH2:22][CH2:23]4)([CH3:17])[CH3:16])=[C:3]([O:2][CH3:1])[CH:12]=[CH:11][C:6]=3[C:7]\2=[O:10])=[N:32]1. Reported procedure: A solution of tert-butyl 4-[4-(6-methoxy-3-oxo-2,3-dihydrobenzofuran-7-yl)-2-methylbut-3-yn-2-yl]piperazine-1-carboxylate (0.113 g, 0.273 mmol) in methanol (1 mL) was added with 1H-indazole-3-carboxaldehyde (0.0399 g, 0.273 mmol) and piperidine (0.0186 g, 0.218 mmol), and the mixture was stirred at 60° C. for 2 hours. The reaction mixture was concentrated, and the resulting residue was purified by silica gel column chromatography (chloroform/methanol) to obtain tert-butyl (Z)-4-(4-{2-[(1H-indazo... The reactants are C(C)(C)C1CC(CCC1)C(CC=O)C (3-(3-isopropylcyclohexyl)butanal), crude mixture, C=O (formaldehyde), C(CC)(=O)O (Propionic acid), N1CCCC1 (pyrrolidine). Solvent: CC(C)(C)OC (MTBE), C(C)(C)O (isopropanol). Reaction conditions: temperature 45 celsius, time 3 hour. Yields the product C(C)(C)C1CC(CCC1)C(C(C=O)=C)C (3-(3-isopropylcyclohexyl)-2-methylenebutanal). The yield is 800.0%. As a reaction SMILES: [CH:1]([CH:4]1[CH2:9][CH2:8][CH2:7][CH:6]([CH:10]([CH3:14])[CH2:11][CH:12]=[O:13])[CH2:5]1)([CH3:3])[CH3:2].C=O.[C:17](O)(=O)CC.N1CCCC1>C(O)(C)C.CC(OC)(C)C>[CH:1]([CH:4]1[CH2:9][CH2:8][CH2:7][CH:6]([CH:10]([CH3:14])[C:11](=[CH2:17])[CH:12]=[O:13])[CH2:5]1)([CH3:3])[CH3:2]. Procedure: A solution of 3-(3-isopropylcyclohexyl)butanal (6 g, 30.5 mmol) in isopropanol (3.5 mL) followed by formaldehyde (37% wt in water, 30.5 mmol, 1 eq) was charged into a 50 mL three-necked round-bottom flask equipped with a reflux condenser and a mechanical stirrer. Propionic acid (228 L, 3.0 mmol, 0.1 eq) and pyrrolidine (255 L, 3.0 mmol, 0.1 eq) were added at ambient temperature. The reaction mixture was then stirred at 45° C. for 3 h. The crude mixture was cooled to ambient temperature dissolved... The reactants are OCC12CC3CC(CC(C1)C3)C2 ((1-hydroxymethyl)adamantane), C(=O)(N1C=NC=C1)N1C=NC=C1 (carbonyldiimidazole), Cl.N[C@H](C(=O)OC(C)(C)C)CNC(=O)OC(C)(C)C (tert-butyl (S)-2-amino-3-tert-butoxycarbonylaminopropionate hydrochloride). Run in C1CCOC1 (THF), C1CCOC1 (THF). Conditions: temperature 60 celsius, time 4 hour. Yields the product C12(CC3CC(CC(C1)C3)C2)COC(=O)N[C@H](C(=O)OC(C)(C)C)CNC(=O)OC(C)(C)C (tert-Butyl (S)-2-(1-Adamantylmethyloxycarbonylamino)-3-tert-butoxycarbonylaminopropionate). Isolated yield 58.8%. RXN SMILES: [OH:1][CH2:2][C:3]12[CH2:12][CH:7]3[CH2:8][CH:9]([CH2:11][CH:5]([CH2:6]3)[CH2:4]1)[CH2:10]2.[C:13](N1C=CN=C1)(N1C=CN=C1)=[O:14].Cl.[NH2:26][C@@H:27]([CH2:35][NH:36][C:37]([O:39][C:40]([CH3:43])([CH3:42])[CH3:41])=[O:38])[C:28]([O:30][C:31]([CH3:34])([CH3:33])[CH3:32])=[O:29]>C1COCC1>[C:3]12([CH2:2][O:1][C:13]([NH:26][C@@H:27]([CH2:35][NH:36][C:37]([O:39][C:40]([CH3:43])([CH3:42])[CH3:41])=[O:38])[C:28]([O:30][C:31]([CH3:33])([CH3:34])[CH3:32])=[O:29])=[O:14])[CH2:12][CH:7]3[CH2:6][CH:5]([CH2:11][CH:9]([CH2:8]3)[CH2:10]1)[CH2:4]2 |f:2.3|. Reported procedure: A solution of 10.9 g (65.4 mmol) of (1-hydroxymethyl)adamantane and 10.6 g (65.4 mmol) of carbonyldiimidazole in 60 ml of THF were stirred at 50° C. for 1.5 h. 9.7 g (32.7 mmol) of tert-butyl (S)-2-amino-3-tert-butoxycarbonylaminopropionate hydrochloride in 25 ml of THF and 5.6 ml (32.7 mmol) of diisopropylethylainine were added, and the mixture was stirred at 60° C. for 4 h and allowed to stand at room temperature overnight. The solvent was removed in vacuo and the residue was chromatographed o... Starting materials: B, O=C(O)C1CC(O)CN1C(=O)OCc1ccccc1, C1CCOC1, Cl, O. The product is O=C(OCc1ccccc1)N1CC(O)CC1CO. RXN SMILES: [BH3:1].[C:2](=[O:3])([O:4][CH2:5][c:6]1[cH:7][cH:8][cH:9][cH:10][cH:11]1)[N:12]1[CH:13]([C:14](=[O:15])[OH:16])[CH2:17][CH:18]([OH:20])[CH2:19]1.[CH2:23]1[O:24][CH2:25][CH2:26][CH2:27]1.[ClH:22].[OH2:21]>>[C:2](=[O:3])([O:4][CH2:5][c:6]1[cH:7][cH:8][cH:9][cH:10][cH:11]1)[N:12]1[CH:13]([CH2:14][OH:15])[CH2:17][CH:18]([OH:20])[CH2:19]1. Starting materials: C1(=CC=CC=C1)S (Benzenethiol), O (water), BrCCCCCCl (1-bromo-5-chloropentane), C([O-])([O-])=O.[K+].[K+] (potassium carbonate). Run in CN(C=O)C (N,N-dimethylformamide). Reaction conditions: temperature 50 celsius, time 5 hour. Product: C1(=CC=CC=C1)SCCCCCCl (5-phenylthiopentyl chloride). Reaction SMILES: [C:1]1([SH:7])[CH:6]=[CH:5][CH:4]=[CH:3][CH:2]=1.Br[CH2:9][CH2:10][CH2:11][CH2:12][CH2:13][Cl:14].C(=O)([O-])[O-].[K+].[K+].O>CN(C)C=O>[C:1]1([S:7][CH2:9][CH2:10][CH2:11][CH2:12][CH2:13][Cl:14])[CH:6]=[CH:5][CH:4]=[CH:3][CH:2]=1 |f:2.3.4|. Reported procedure: Benzenethiol (3.0 g), 1-bromo-5-chloropentane (5.7 g) and potassium carbonate (4.15 g) were suspended in N,N-dimethylformamide (50 ml), and the mixture was stirred at 50° C. for 5 hr. After cooling, water was added to the reaction mixture, and the mixture was extracted with ethyl acetate. The organic layer was washed with brine, dried and the solvent was evaporated under reduced pressure. Thus, 5-phenylthiopentyl chloride was obtained. This compound was dissolved in formic acid (50 ml) and 2 equ...